This data is from the Open Reaction Database (ORD), a public repository of structured organic reaction records. The task is: describe an organic reaction: reactants, conditions, products, and yield Reactants: C(C)C(=C(CC)CC)CC (tetraethylethylene), C[SiH](Cl)C (dimethylchlorosilane), [Al+3].[Cl-].[Cl-].[Cl-] (AlCl3). Solvent: CCCCC (pentane). Conditions: time 2 hour. Product: C(C)C(C(CC)CC)(CC)[Si](Cl)(C)C ((1,1,2,2-tetraethyl-eth-1-yl)-dimethylchlorosilane). Reaction SMILES: [CH2:1]([C:3]([CH2:9][CH3:10])=[C:4]([CH2:7][CH3:8])[CH2:5][CH3:6])[CH3:2].[CH3:11][SiH:12]([CH3:14])[Cl:13].[Al+3].[Cl-].[Cl-].[Cl-]>CCCCC>[CH2:1]([C:3]([Si:12]([CH3:14])([CH3:11])[Cl:13])([CH2:9][CH3:10])[CH:4]([CH2:7][CH3:8])[CH2:5][CH3:6])[CH3:2] |f:2.3.4.5|. Procedure: 2.1 g of tetraethylethylene, 2 ml (18 mmol) of dimethylchlorosilane and 200 mg of AlCl3 are reacted according to Example 1. After 2 hours, the reaction mixture is diluted with pentane and the precipitate is filtered off. The pentane is stripped from the filtrate in vacuo and the residue is distilled. This gives 2.8 g (80% of theory) of product as a colourless liquid. Boiling point=75°-80° C./0.195 mbar.